The task is: describe an organic reaction: reactants, conditions, products, and yield. This data is from the Open Reaction Database (ORD), a public repository of structured organic reaction records. The product is C(C)(C)(C)OC(=O)N[C@H](C(=O)OCC1=CC=CC=C1)CC1=NC=CC=C1 ((S)-benzyl 2-((tert-butoxycarbonyl)amino)-3-(pyridin-2-yl)propanoate). Solvent: C(Cl)Cl (DCM). Procedure: To (S)-2-((tert-butoxycarbonyl)amino)-3-(pyridin-2-yl)propanoic acid (1.00 g, 3.76 mmol) in DCM (10 mL) was added TEA (0.974 mL, 7.52 mmol) and DMAP (23 mg, 0.188 mmol) and the reaction mixture was cooled to 0° C. and BnCOCl (635 mL, 4.51 mmol) was added via an addition funnel over 20 min. The mixture was allowed to warm to ambient temperature overnight at which time it was quenched with sodium bicarbonate (sat.), extracted with ethyl acetate (2×), dried with sodium sulfate, filtered, and concen... RXN SMILES: [C:1]([O:5][C:6]([NH:8][C@@H:9]([CH2:13][C:14]1[CH:19]=[CH:18][CH:17]=[CH:16][N:15]=1)[C:10]([OH:12])=[O:11])=[O:7])([CH3:4])([CH3:3])[CH3:2].[CH2:20](C(Cl)=O)[C:21]1[CH:26]=[CH:25][CH:24]=[CH:23][CH:22]=1>C(Cl)Cl.CN(C1C=CN=CC=1)C>[C:1]([O:5][C:6]([NH:8][C@@H:9]([CH2:13][C:14]1[CH:19]=[CH:18][CH:17]=[CH:16][N:15]=1)[C:10]([O:12][CH2:20][C:21]1[CH:26]=[CH:25][CH:24]=[CH:23][CH:22]=1)=[O:11])=[O:7])([CH3:4])([CH3:2])[CH3:3]. Isolated yield 41.6%. Reactants: C(C1=CC=CC=C1)C(=O)Cl (BnCOCl), C(C)(C)(C)OC(=O)N[C@H](C(=O)O)CC1=NC=CC=C1 ((S)-2-((tert-butoxycarbonyl)amino)-3-(pyridin-2-yl)propanoic acid), TEA. Reagents/catalysts: CN(C)C=1C=CN=CC1 (DMAP). Conditions: temperature 0 celsius. Isolated yield 22.7%. Procedure details: 3-(Benzyloxy)-9-(methylsulfonyl)-9,10,11,12-tetrahydro-8H-[1,4]diazepino[1′,2′:1,2]imidazo[4,5-c]quinolin-6-amine, (6.37 g, 14.56 mmol) prepared as described in Example 369, was dissolved in methanol (150 mL) and transferred to a hydrogenation vessel charged with 10% palladium on carbon (12.4 g, 116 mmol). The vessel was purged with nitrogen gas and placed under hydrogen pressure (50 psi, 3.45×105 Pa) and shaken for 3 days at ambient temperature. The catalyst was removed by filtration. The filtr... Run in CO (methanol). Starting materials: C(C1=CC=CC=C1)OC1=CC=C2C3=C(C(=NC2=C1)N)N=C1N3CCCN(C1)S(=O)(=O)C (3-(Benzyloxy)-9-(methylsulfonyl)-9,10,11,12-tetrahydro-8H-[1,4]diazepino[1′,2′:1,2]imidazo[4,5-c]quinolin-6-amine). As a reaction SMILES: C([O:8][C:9]1[CH:18]=[C:17]2[C:12]([C:13]3[N:22]4[CH2:23][CH2:24][CH2:25][N:26]([S:28]([CH3:31])(=[O:30])=[O:29])[CH2:27][C:21]4=[N:20][C:14]=3[C:15]([NH2:19])=[N:16]2)=[CH:11][CH:10]=1)C1C=CC=CC=1>CO.[Pd]>[NH2:19][C:15]1[C:14]2[N:20]=[C:21]3[CH2:27][N:26]([S:28]([CH3:31])(=[O:30])=[O:29])[CH2:25][CH2:24][CH2:23][N:22]3[C:13]=2[C:12]2[C:17](=[CH:18][C:9]([OH:8])=[CH:10][CH:11]=2)[N:16]=1. Product: NC1=NC2=CC(=CC=C2C2=C1N=C1N2CCCN(C1)S(=O)(=O)C)O (6-amino-9-(methylsulfonyl)-9,10,11,12-tetrahydro-8H-[1,4]diazepino[1′,2′:1,2]imidazo[4,5-c]quinolin-3-ol). Reagents/catalysts: [Pd] (palladium on carbon). Reaction conditions: time 3 day.